This data is from the Open Reaction Database (ORD), a public repository of structured organic reaction records. The task is: describe an organic reaction: reactants, conditions, products, and yield The reactants are CCN=C=NCCCN(C)C, CN(C)c1ccncc1, ClCCl, Cl, OCc1ccccc1, O=C(O)c1cnc2n1CCc1ccccc1C2=C1CCN(CCc2ccc(OCc3ccc4ccccc4n3)cc2)CC1. Product: O=C(OCc1ccccc1)c1cnc2n1CCc1ccccc1C2=C1CCN(CCc2ccc(OCc3ccc4ccccc4n3)cc2)CC1. As a reaction SMILES: [CH3:45][N:46]([CH3:47])[CH2:48][CH2:49][CH2:50][N:51]=[C:52]=[N:53][CH2:54][CH3:55].[CH3:64][N:65]([CH3:66])[c:67]1[cH:68][cH:69][n:70][cH:71][cH:72]1.[Cl:73][CH2:74][Cl:75].[ClH:44].[c:56]1([CH2:62][OH:63])[cH:57][cH:58][cH:59][cH:60][cH:61]1.[n:1]1[c:2]([CH2:11][O:12][c:13]2[cH:14][cH:15][c:16]([CH2:19][CH2:20][N:21]3[CH2:22][CH2:23][C:24](=[C:27]4[c:28]5[n:29]([c:38]([C:41](=[O:42])[OH:43])[cH:39][n:40]5)[CH2:30][CH2:31][c:32]5[c:33]4[cH:34][cH:35][cH:36][cH:37]5)[CH2:25][CH2:26]3)[cH:17][cH:18]2)[cH:3][cH:4][c:5]2[cH:6][cH:7][cH:8][cH:9][c:10]12>>[n:1]1[c:2]([CH2:11][O:12][c:13]2[cH:14][cH:15][c:16]([CH2:19][CH2:20][N:21]3[CH2:22][CH2:23][C:24](=[C:27]4[c:28]5[n:29]([c:38]([C:41](=[O:42])[O:43][CH2:62][c:56]6[cH:57][cH:58][cH:59][cH:60][cH:61]6)[cH:39][n:40]5)[CH2:30][CH2:31][c:32]5[c:33]4[cH:34][cH:35][cH:36][cH:37]5)[CH2:25][CH2:26]3)[cH:17][cH:18]2)[cH:3][cH:4][c:5]2[cH:6][cH:7][cH:8][cH:9][c:10]12. As a reaction SMILES: [CH3:1][c:2]1[c:3]2[cH:4][c:5]([C:12](=[O:13])[O:14][CH3:15])[nH:6][c:7]2[c:8]([CH3:11])[cH:9][cH:10]1.[CH3:23][C:24]#[N:25].[Cl:16][S:17](=[O:18])(=[O:19])[N:20]=[C:21]=[O:22]>>[CH3:1][c:2]1[c:3]2[c:4]([C:21]([NH2:20])=[O:22])[c:5]([C:12](=[O:13])[O:14][CH3:15])[nH:6][c:7]2[c:8]([CH3:11])[cH:9][cH:10]1. The reactants are COC(=O)c1cc2c(C)ccc(C)c2[nH]1, CC#N, O=C=NS(=O)(=O)Cl. Yields the product COC(=O)c1[nH]c2c(C)ccc(C)c2c1C(N)=O. Reactants: COC=1C=C(C=CC1CN1N=NC=C1)C=1OC2=C(N1)C=CC=C2 (2-[3-methoxy-4-(1H-1,2,3-triazol-1-ylmethyl)phenyl]-1,3-benzoxazole), BrCC1=C(C=C(C=C1)C=1OC2=C(N1)C=CC=C2)OC (2-[4-(bromomethyl)-3-methoxyphenyl]-1,3-benzoxazole), BrC=1N=CNC1 (4-bromo-1H-imidazole). Yields the product BrC=1N=CN(C1)CC1=C(C=C(C=C1)C=1OC2=C(N1)C=CC=C2)OC (2-{4-[(4-bromo-1H-imidazol-1-yl)methyl]-3-methoxyphenyl}-1,3-benzoxazole). RXN SMILES: COC1C=C(C2OC3C=CC=CC=3N=2)C=CC=1CN1C=CN=N1.Br[CH2:25][C:26]1[CH:31]=[CH:30][C:29]([C:32]2[O:33][C:34]3[CH:40]=[CH:39][CH:38]=[CH:37][C:35]=3[N:36]=2)=[CH:28][C:27]=1[O:41][CH3:42].[Br:43][C:44]1[N:45]=[CH:46][NH:47][CH:48]=1>>[Br:43][C:44]1[N:45]=[CH:46][N:47]([CH2:25][C:26]2[CH:31]=[CH:30][C:29]([C:32]3[O:33][C:34]4[CH:40]=[CH:39][CH:38]=[CH:37][C:35]=4[N:36]=3)=[CH:28][C:27]=2[O:41][CH3:42])[CH:48]=1. Procedure: Utilizing the general procedure outlined for 2-[3-methoxy-4-(1H-1,2,3-triazol-1-ylmethyl)phenyl]-1,3-benzoxazole, reaction of 2-[4-(bromomethyl)-3-methoxyphenyl]-1,3-benzoxazole (300 mg, 1.0 mmol) and 4-bromo-1H-imidazole (150 mg, 1.0 mmol) afforded the desired 2-{4-[(4-bromo-1H-imidazol-1-yl)methyl]-3-methoxyphenyl}-1,3-benzoxazole as a colorless solid: 1H NMR (CDCl3, 300 MHz) δ 7.94–7.99 (m, 3H), 7.85–7.87 (m, 1H), 7.75–7.78 (m, 1H), 7.65–7.68 (m, 1H), 7.43–7.49 (m, 2H), 7.20 (s, 1H), 5.55 (s,... Starting materials: C(=O)(N1C=NC=C1)N1C=NC=C1 (1,1'-carbonyldiimidazole), C1=CC=C2C(=C1)C(=O)N(C2=O)CC(=O)O (N-phthaloylglycine), O=C1C2=C(N3C([C@H]4N1CCC4)=C(N=C3)C(=O)NN)C=CS2 ((S)-10,11,12,12a-tetrahydro-8-oxo-8H-imidazo[5,1-c]pyrrolo[1,2-a]thieno[3,2-e][1,4]diazepine-1-carboxylic acid hydrazide). Solvent: CN(C=O)C (dimethylformamide). Run at time 12 hour. The product is O=C1N(C(C2=CC=CC=C12)=O)CC(=O)NNC(=O)C=1N=CN2C1[C@H]1N(C(C3=C2C=CS3)=O)CCC1 ((S)-N'-(1,3-dioxo-2,3-dihydro-1H-isoindol-2-ylacetyl)-8-oxo-10,11,12,12a-tetrahydro-8H-imidazo[5,1-c]pyrrolo[1,2-a]thieno[3,2-e][1,4]diazepine-1-carboxylic acid hydrazide). Yield: 91.5%. Reaction SMILES: [CH:1]1[CH:6]=[C:5]2[C:7]([N:9]([CH2:12][C:13]([OH:15])=O)[C:10](=[O:11])[C:4]2=[CH:3][CH:2]=1)=[O:8].C(N1C=CN=C1)(N1C=CN=C1)=O.[O:28]=[C:29]1[N:35]2[CH2:36][CH2:37][CH2:38][C@H:34]2[C:33]2=[C:39]([C:42]([NH:44][NH2:45])=[O:43])[N:40]=[CH:41][N:32]2[C:31]2[CH:46]=[CH:47][S:48][C:30]1=2>CN(C)C=O>[O:11]=[C:10]1[C:4]2[C:5](=[CH:6][CH:1]=[CH:2][CH:3]=2)[C:7](=[O:8])[N:9]1[CH2:12][C:13]([NH:45][NH:44][C:42]([C:39]1[N:40]=[CH:41][N:32]2[C:31]3[CH:46]=[CH:47][S:48][C:30]=3[C:29](=[O:28])[N:35]3[CH2:36][CH2:37][CH2:38][C@H:34]3[C:33]=12)=[O:43])=[O:15]. Procedure: A solution of 1.0 g (4.9 mmol) of N-phthaloylglycine in 8 ml of dimethylformamide was treated at room temperature with 0.83 g is (5.11 mmol) of 1,1'-carbonyldiimidazole and the mixture was subsequently heated to 50°. After 30 minutes the mixture was cooled to room temperature, 1.5 g (5 mmol) of (S)-10,11,12,12a-tetrahydro-8-oxo-8H-imidazo[5,1-c]pyrrolo[1,2-a]thieno[3,2-e][1,4]diazepine-1-carboxylic acid hydrazide were added thereto and the mixture was stirred at room temperature for 12 hours. Th... Reactants: C1CNCCN1, CC#N, CCN(CC)C(=O)c1ccc(C(Cl)c2cccc3cccnc23)cc1. Product: CCN(CC)C(=O)c1ccc(C(c2cccc3cccnc23)N2CCNCC2)cc1. As a reaction SMILES: [CH2:26]1[CH2:27][NH:28][CH2:29][CH2:30][NH:31]1.[CH3:32][C:33]#[N:34].[Cl:1][CH:2]([c:3]1[cH:4][cH:5][c:6]([C:7](=[O:8])[N:9]([CH2:10][CH3:11])[CH2:12][CH3:13])[cH:14][cH:15]1)[c:16]1[cH:17][cH:18][cH:19][c:20]2[cH:21][cH:22][cH:23][n:24][c:25]12>>[CH:2]([c:3]1[cH:4][cH:5][c:6]([C:7](=[O:8])[N:9]([CH2:10][CH3:11])[CH2:12][CH3:13])[cH:14][cH:15]1)([c:16]1[cH:17][cH:18][cH:19][c:20]2[cH:21][cH:22][cH:23][n:24][c:25]12)[N:28]1[CH2:27][CH2:26][NH:31][CH2:30][CH2:29]1. Starting materials: C1(=CC=CC=C1)NC(C(CCCCCC#N)C1=NC(=NS1)C)=O (7-cyano-2-(3-methyl[1,2,4]thiadiazol-5-yl)heptanoic acid phenylamide), resultant mixture, S (hydrogen sulphide). Solvent: N1=CC=CC=C1 (pyridine), N1CCCCC1 (piperidine). Run at temperature 50 celsius, time 5 day. Yields the product C1(=CC=CC=C1)NC(C(CCCCCC(N)=S)C1=NC(=NS1)C)=O (2-(3-methyl-[1,2,4]thiadiazol-5-yl)-7-thiocarbamoyl heptanoic acid phenylamide). As a reaction SMILES: [C:1]1([NH:7][C:8](=[O:23])[CH:9]([C:17]2[S:21][N:20]=[C:19]([CH3:22])[N:18]=2)[CH2:10][CH2:11][CH2:12][CH2:13][CH2:14][C:15]#[N:16])[CH:6]=[CH:5][CH:4]=[CH:3][CH:2]=1.[SH2:24]>N1C=CC=CC=1.N1CCCCC1>[C:1]1([NH:7][C:8](=[O:23])[CH:9]([C:17]2[S:21][N:20]=[C:19]([CH3:22])[N:18]=2)[CH2:10][CH2:11][CH2:12][CH2:13][CH2:14][C:15](=[S:24])[NH2:16])[CH:6]=[CH:5][CH:4]=[CH:3][CH:2]=1. Procedure: To a stirred mixture of 7-cyano-2-(3-methyl[1,2,4]thiadiazol-5-yl)heptanoic acid phenylamide (2021044) (0.55 g, 1.7 mmol) in pyridine (120 mL) and piperidine (30 mL) was slowly bubbled hydrogen sulphide for 15 min. The resultant mixture was then stoppered and stirred at 50° C. for five days. The solvent was removed under reduced pressure, water (150 mL) was added to the residue, and the resultant solution was extracted with dichloromethane (3×150 mL). The crude product (1.6 g) was purified by pr...